Dataset: the Open Reaction Database (ORD), a public repository of structured organic reaction records. Task: describe an organic reaction: reactants, conditions, products, and yield Starting materials: c1ccc(CN2CCNCC2)cc1, CCN=C=NCCCN(C)C, CCN(C(C)C)C(C)C, Cl, O=C(O)c1ccccc1C(F)(F)F, CN(C)C=O, O, On1nnc2ccccc21. Yields the product O=C(c1ccccc1C(F)(F)F)N1CCN(Cc2ccccc2)CC1. Reaction SMILES: [CH2:45]([c:46]1[cH:47][cH:48][cH:49][cH:50][cH:51]1)[N:52]1[CH2:53][CH2:54][NH:55][CH2:56][CH2:57]1.[CH3:33][CH2:34][N:35]=[C:36]=[N:37][CH2:38][CH2:39][CH2:40][N:41]([CH3:42])[CH3:43].[CH:11]([N:12]([CH2:13][CH3:14])[CH:15]([CH3:16])[CH3:17])([CH3:18])[CH3:19].[ClH:44].[F:20][C:21]([c:22]1[c:23]([C:24](=[O:25])[OH:26])[cH:27][cH:28][cH:29][cH:30]1)([F:31])[F:32].[O:58]=[CH:59][N:60]([CH3:61])[CH3:62].[OH2:63].[OH:1][n:2]1[c:3]2[c:4]([cH:5][cH:6][cH:7][cH:8]2)[n:9][n:10]1>>[F:20][C:21]([c:22]1[c:23]([C:24](=[O:26])[N:55]2[CH2:54][CH2:53][N:52]([CH2:45][c:46]3[cH:47][cH:48][cH:49][cH:50][cH:51]3)[CH2:57][CH2:56]2)[cH:27][cH:28][cH:29][cH:30]1)([F:31])[F:32]. Reactants: C(C)(C)(C)OC(=O)N1[C@H](C=O)C[C@H](C1)O[Si](C)(C)C(C)(C)C ((2S,4R)-N-t-butoxycarbonyl-4-(t-butyldimethylsiloxy)prolinal), OCC1=CC=C(C2=CC=CC=C12)Br (4-hydroxymethyl-1-bromonaphthalene), [Cl-].[NH4+] (ammonium chloride). The solvent is O1CCCC1 (tetrahydrofuran), O1CCCC1 (tetrahydrofuran), O1CCCC1 (tetrahydrofuran). Conditions: temperature -72 celsius, time 30 minute. Product: C(C)(C)(C)OC(=O)N1[C@@H](C[C@H](C1)O[Si](C)(C)C(C)(C)C)C(C1=CC=C(C2=CC=CC=C12)CO)O ((2S,4R)-N-t-butoxycarbonyl-4-t-butyldimethylsiloxy-2-[hydroxy(4-hydroxymethyl-1-naphthyl)methyl]pyrrolidine). Yield: 43.8%. As a reaction SMILES: [OH:1][CH2:2][C:3]1[C:12]2[C:7](=[CH:8][CH:9]=[CH:10][CH:11]=2)[C:6](Br)=[CH:5][CH:4]=1.[C:14]([O:18][C:19]([N:21]1[CH2:27][C@H:26]([O:28][Si:29]([C:32]([CH3:35])([CH3:34])[CH3:33])([CH3:31])[CH3:30])[CH2:25][C@H:22]1[CH:23]=[O:24])=[O:20])([CH3:17])([CH3:16])[CH3:15].[Cl-].[NH4+]>O1CCCC1>[C:14]([O:18][C:19]([N:21]1[CH2:27][C@H:26]([O:28][Si:29]([C:32]([CH3:35])([CH3:34])[CH3:33])([CH3:31])[CH3:30])[CH2:25][C@H:22]1[CH:23]([OH:24])[C:6]1[C:7]2[C:12](=[CH:11][CH:10]=[CH:9][CH:8]=2)[C:3]([CH2:2][OH:1])=[CH:4][CH:5]=1)=[O:20])([CH3:17])([CH3:16])[CH3:15] |f:2.3|. Procedure: A solution of 4-hydroxymethyl-1-bromonaphthalene (3 g, 12.7 mmol) in tetrahydrofuran (50 ml) was added dropwise to a solution of 1.6M butyl lithium-hexane solution (20.6 ml, 32.9 mmol) in tetrahydrofuran (100 ml) at -72° C. in a nitrogen stream over 30 minutes. The resulting reaction solution was stirred at -72° C. for 30 minutes and a solution of (2S,4R)-N-t-butoxycarbonyl-4-(t-butyldimethylsiloxy)prolinal (4.17 g, 12.7 mmol) in tetrahydrofuran (50 ml) was added dropwise over 10 minutes. Then, ... As a reaction SMILES: [F:1][C:2]1([F:24])[CH2:7][CH2:6][CH:5]([CH2:8][NH:9][C:10]([C:12]2[C:13]3[CH:14]=[CH:15][C:16](Cl)=[N:17][C:18]=3[CH:19]=[CH:20][C:21]=2[Cl:22])=[O:11])[CH2:4][CH2:3]1.[NH:25]1[CH2:29][CH2:28][CH:27]([OH:30])[CH2:26]1>>[F:1][C:2]1([F:24])[CH2:7][CH2:6][CH:5]([CH2:8][NH:9][C:10]([C:12]2[C:13]3[CH:14]=[CH:15][C:16]([N:25]4[CH2:29][CH2:28][CH:27]([OH:30])[CH2:26]4)=[N:17][C:18]=3[CH:19]=[CH:20][C:21]=2[Cl:22])=[O:11])[CH2:4][CH2:3]1. Yields the product FC1(CCC(CC1)CNC(=O)C=1C=2C=CC(=NC2C=CC1Cl)N1CC(CC1)O)F (6-Chloro-2-(3-hydroxy-pyrrolidin-1-yl)-quinoline-5-carboxylic acid (4,4-difluoro-cyclo hexylmethyl)-amide). Procedure: The title compound was synthesized according to the procedure described in example 1 using 2,6-dichloro-quinoline-5-carboxylic acid (4,4-difluoro-cyclohexylmethyl)-amide, and pyrrolidin-3-ol. 1H NMR (400 MHz, DMSO-d6): δ 8.74 (t, J=5.62 Hz, 1H), 7.72 (d, J=9.61 Hz, 1H), 7.52 (dd, J=9.21, 8.20 Hz, 2H), 6.96 (d, J=9.23 Hz, 1H), 4.97-5.01 (m, 1H), 3.55-3.61 (m, 4H), 3.22-3.25 (m, 2H), 2.02-2.04 (m, 3H), 1.73-1.94 (m, 6H), 1.15-1.32 (m, 2H). m/z: 424.2 [M+H]+ Starting materials: FC1(CCC(CC1)CNC(=O)C=1C=2C=CC(=NC2C=CC1Cl)Cl)F (2,6-dichloro-quinoline-5-carboxylic acid (4,4-difluoro-cyclohexylmethyl)-amide), N1CC(CC1)O (pyrrolidin-3-ol). The product is CCOC(OCC)n1ccnc1. As a reaction SMILES: [CH3:27][CH2:28][OH:29].[CH:6]([O:7][CH2:8][CH3:9])([O:10][CH2:11][CH3:12])[O:13][CH2:14][CH3:15].[c:16]1([CH3:17])[cH:18][cH:19][c:20]([S:21]([OH:22])(=[O:23])=[O:24])[cH:25][cH:26]1.[nH:1]1[cH:2][n:3][cH:4][cH:5]1>>[n:1]1([CH:6]([O:7][CH2:8][CH3:9])[O:10][CH2:11][CH3:12])[cH:2][n:3][cH:4][cH:5]1. Reactants: CCO, CCOC(OCC)OCC, Cc1ccc(S(=O)(=O)O)cc1, c1c[nH]cn1. Starting materials: COC([C@H](CC(F)(F)F)NC(=O)OCC1=CC=CC=C1)=O ((S)-2-Benzyloxycarbonylamino-4,4,4-trifluoro-butyric acid methyl ester), [Li+].[OH-] (LiOH). Solvent: C1CCOC1 (THF), O (water). Yields the product C(C1=CC=CC=C1)OC(=O)N[C@H](C(=O)O)CC(F)(F)F ((S)-2-Benzyloxycarbonylamino-4,4,4-trifluoro-butyric acid). As a reaction SMILES: C[O:2][C:3](=[O:21])[C@@H:4]([NH:10][C:11]([O:13][CH2:14][C:15]1[CH:20]=[CH:19][CH:18]=[CH:17][CH:16]=1)=[O:12])[CH2:5][C:6]([F:9])([F:8])[F:7].[Li+].[OH-]>C1COCC1.O>[CH2:14]([O:13][C:11]([NH:10][C@@H:4]([CH2:5][C:6]([F:7])([F:9])[F:8])[C:3]([OH:21])=[O:2])=[O:12])[C:15]1[CH:16]=[CH:17][CH:18]=[CH:19][CH:20]=1 |f:1.2|. Procedure details: To a solution of 250 mg (S)-2-Benzyloxycarbonylamino-4,4,4-trifluoro-butyric acid methyl ester in 2 ml THF and 0.5 ml water were added 20 mg LiOH at 0° C. The reaction mixture was brought to pH 3 by using Amberlite IR-120 ion exchange resin before being filtered and concentrated to give the crude title compound. Yield: 236 mg.